Dataset: the Open Reaction Database (ORD), a public repository of structured organic reaction records. Task: describe an organic reaction: reactants, conditions, products, and yield Starting materials: CC1=CC=C(C=C1)S(=O)(=O)OCC1COC2=C(O1)C=C(C=C2)S(=O)(=O)C ([7-(methylsulfonyl)-2,3-dihydro-1,4-benzodioxin-2-yl]methyl 4-methylbenzenesulfonate), ( 6 ), ( 8 ), CC(CN)C (2-methylpropan-1-amine), ( 20 ). Solvent: C(C)#N (ACN). The product is CC(CNCC1COC2=C(O1)C=C(C=C2)S(=O)(=O)C)C (2-METHYL-N-{[7-(METHYLSULFONYL)-2,3-DIHYDRO-1,4-BENZODIOXIN-2-YL]METHYL}PROPAN-1-AMINE). RXN SMILES: CC1C=CC(S(O[CH2:12][CH:13]2[O:18][C:17]3[CH:19]=[C:20]([S:23]([CH3:26])(=[O:25])=[O:24])[CH:21]=[CH:22][C:16]=3[O:15][CH2:14]2)(=O)=O)=CC=1.[CH3:27][CH:28]([CH3:31])[CH2:29][NH2:30]>C(#N)C>[CH3:27][CH:28]([CH3:31])[CH2:29][NH:30][CH2:12][CH:13]1[O:18][C:17]2[CH:19]=[C:20]([S:23]([CH3:26])(=[O:24])=[O:25])[CH:21]=[CH:22][C:16]=2[O:15][CH2:14]1. Procedure details: Preparation according to Example 25 using [7-(methylsulfonyl)-2,3-dihydro-1,4-benzodioxin-2-yl]methyl 4-methylbenzenesulfonate (0.018 g, 0.046 mmol), 2-methylpropan-1-amine (0.5 ml), ACN (3 ml). MS m/z (rel. intensity, 70 eV) 299 (M+, 6), 256 (20), 86 (bp), 70 (6), 57 (8).